From a dataset of the Open Reaction Database (ORD), a public repository of structured organic reaction records. describe an organic reaction: reactants, conditions, products, and yield The reactants are O1C(C1)COC1=CC=C(C=C1)CO ((4-(oxiran-2-ylmethoxy)phenyl)methanol), FC1=CC=C(C=C1)C1=CSC=2N=CN=C(C21)N2CCC(CC2)N (1-(5-(4-fluorophenyl)thieno[2,3-d]pyrimidin-4-yl)piperidin-4-amine). Solvent: CC(C)O.CS(=O)C (iPrOH DMSO). The product is FC1=CC=C(C=C1)C1=CSC=2N=CN=C(C21)N2CCC(CC2)NCC(COC2=CC=C(C=C2)CO)O (1-(1-(5-(4-fluorophenyl)thieno[2,3-d]pyrimidin-4-yl)piperidin-4-ylamino)-3-(4-(hydroxymethyl)phenoxy)propan-2-ol). Isolated yield 29.0%. As a reaction SMILES: [O:1]1[CH2:3][CH:2]1[CH2:4][O:5][C:6]1[CH:11]=[CH:10][C:9]([CH2:12][OH:13])=[CH:8][CH:7]=1.[F:14][C:15]1[CH:20]=[CH:19][C:18]([C:21]2[C:29]3[C:28]([N:30]4[CH2:35][CH2:34][CH:33]([NH2:36])[CH2:32][CH2:31]4)=[N:27][CH:26]=[N:25][C:24]=3[S:23][CH:22]=2)=[CH:17][CH:16]=1>CC(O)C.CS(C)=O>[F:14][C:15]1[CH:20]=[CH:19][C:18]([C:21]2[C:29]3[C:28]([N:30]4[CH2:35][CH2:34][CH:33]([NH:36][CH2:3][CH:2]([OH:1])[CH2:4][O:5][C:6]5[CH:11]=[CH:10][C:9]([CH2:12][OH:13])=[CH:8][CH:7]=5)[CH2:32][CH2:31]4)=[N:27][CH:26]=[N:25][C:24]=3[S:23][CH:22]=2)=[CH:17][CH:16]=1 |f:2.3|. Procedure: Synthesis followed SP6 (iPrOH:DMSO 1:1, 12 h), using 150 μmol (4-(oxiran-2-ylmethoxy)phenyl)methanol and 1-(5-(4-fluorophenyl)thieno[2,3-d]pyrimidin-4-yl)piperidin-4-amine to give the title compound with 29% yield upon purification by prep. HPLC (reversed phase) and subsequent by prep. TLC (1 mm silica gel, PE/CH2Cl2/MeOH 4:6:1). Starting materials: ClC1=NC=2N(C(=C1)OC1CCOCC1)N=C(C2)C2=NC1=CC=CC=C1N=C2C (2-[5-chloro-7-(tetrahydro-2H-pyran-4-yloxy)pyrazolo[1,5-a]pyrimidin-2-yl]-3-methylquinoxaline), N1CCCC1 (pyrrolidine), CC(C)([O-])C.[Na+] (sodium tert-butoxide), C1(CCCCC1)P(C1=C(C=CC=C1)C1=C(C=CC=C1)N(C)C)C1CCCCC1 (2-dicyclohexylphosphino-2′-(N,N-dimethylamino)biphenyl). Reagents/catalysts: C(C)(=O)[O-].[Pd+2].C(C)(=O)[O-] (palladium(II) acetate). Run in O (water), O1CCOCC1 (1,4-dioxane). Conditions: temperature 100 celsius. Yields the product CC1=NC2=CC=CC=C2N=C1C1=NN2C(N=C(C=C2OC2CCOCC2)N2CCCC2)=C1 (2-methyl-3-[5-pyrrolidin-1-yl-7-(tetrahydro-2H-pyran-4-yloxy)pyrazolo[1,5-a]pyrimidin-2-yl]quinoxaline). Reaction SMILES: Cl[C:2]1[CH:7]=[C:6]([O:8][CH:9]2[CH2:14][CH2:13][O:12][CH2:11][CH2:10]2)[N:5]2[N:15]=[C:16]([C:18]3[C:27]([CH3:28])=[N:26][C:25]4[C:20](=[CH:21][CH:22]=[CH:23][CH:24]=4)[N:19]=3)[CH:17]=[C:4]2[N:3]=1.[NH:29]1[CH2:33][CH2:32][CH2:31][CH2:30]1.CC(C)([O-])C.[Na+].C1(P(C2CCCCC2)C2C=CC=CC=2C2C=CC=CC=2N(C)C)CCCCC1>O1CCOCC1.C([O-])(=O)C.[Pd+2].C([O-])(=O)C.O>[CH3:28][C:27]1[C:18]([C:16]2[CH:17]=[C:4]3[N:3]=[C:2]([N:29]4[CH2:33][CH2:32][CH2:31][CH2:30]4)[CH:7]=[C:6]([O:8][CH:9]4[CH2:14][CH2:13][O:12][CH2:11][CH2:10]4)[N:5]3[N:15]=2)=[N:19][C:20]2[C:25](=[CH:24][CH:23]=[CH:22][CH:21]=2)[N:26]=1 |f:2.3,6.7.8|. Procedure: A mixture of 2-[5-chloro-7-(tetrahydro-2H-pyran-4-yloxy)pyrazolo[1,5-a]pyrimidin-2-yl]-3-methylquinoxaline (90 mg, 0.227 mmol), pyrrolidine (49 mg, 0.682 mmol), sodium tert-butoxide (33 mg, 0.341 mmol), palladium(II) acetate (52 mg, 0.227 mmol), and 2-dicyclohexylphosphino-2′-(N,N-dimethylamino)biphenyl (179 mg, 0.454 mmol) in 1,4-dioxane (4.0 mL) was heated at 100° C. for 40 min. After being cooled to ambient temperature, the reaction mixture was poured into water, and the mixture was extracted... The reactants are O=C(CC)P(OC)(OC)=O (Dimethyl (1-oxopropyl)phosphonate), [I-].[Na+] (sodium iodide). Solvent: CC(=O)CC (ethyl methyl ketone). Product: O=C(CC)P(OC)([O-])=O.[Na+] (Monosodium monomethyl (1-oxopropyl)phosphonate). RXN SMILES: [O:1]=[C:2]([P:5](=[O:10])([O:8]C)[O:6][CH3:7])[CH2:3][CH3:4].[I-].[Na+:12]>CC(CC)=O>[O:1]=[C:2]([P:5](=[O:8])([O-:10])[O:6][CH3:7])[CH2:3][CH3:4].[Na+:12] |f:1.2,4.5|. Procedure: Dimethyl (1-oxopropyl)phosphonate (10.0 g, 0.060 mol) and sodium iodide (9.0 g, 0.060 mol) were dissolved in ethyl methyl ketone (160 ml) and the solution stirred and refluxed for 16 hours. Reactants: CC(=O)N1CCc2c(sc(CCCl)c2C)C1, Cl, Fc1ccc2c(C3CCNCC3)noc2c1. Product: CC(=O)N1CCc2c(sc(CCN3CCC(c4noc5cc(F)ccc45)CC3)c2C)C1. RXN SMILES: [C:1]([CH3:2])(=[O:3])[N:4]1[CH2:5][c:6]2[c:7]([c:10]([CH3:16])[c:11]([CH2:13][CH2:14][Cl:15])[s:12]2)[CH2:8][CH2:9]1.[ClH:17].[F:18][c:19]1[cH:20][c:21]2[c:22]([c:23]([CH:26]3[CH2:27][CH2:28][NH:29][CH2:30][CH2:31]3)[n:24][o:25]2)[cH:32][cH:33]1>>[C:1]([CH3:2])(=[O:3])[N:4]1[CH2:5][c:6]2[c:7]([c:10]([CH3:16])[c:11]([CH2:13][CH2:14][N:29]3[CH2:28][CH2:27][CH:26]([c:23]4[c:22]5[c:21]([cH:20][c:19]([F:18])[cH:33][cH:32]5)[o:25][n:24]4)[CH2:31][CH2:30]3)[s:12]2)[CH2:8][CH2:9]1.